This data is from the Open Reaction Database (ORD), a public repository of structured organic reaction records. The task is: describe an organic reaction: reactants, conditions, products, and yield Reactants: [N+](=O)([O-])C=1C=C(C=CC1)O (3-nitrophenol), BrC(C(=O)OCC)(C)C (ethyl bromodimethylacetate), C(=O)([O-])[O-].[K+].[K+] (K2CO3), [I-].[K+] (potassium iodide), C(=O)(O)[O-].[Na+] (NaHCO3). Solvent: C(C)O (ethanol). Run at temperature 70 celsius. Product: CC(C(=O)OCC)(C)OC1=CC(=CC=C1)[N+](=O)[O-] (ethyl 2-methyl-2-(3-nitrophenoxy)propanate). RXN SMILES: [N+:1]([C:4]1[CH:5]=[C:6]([OH:10])[CH:7]=[CH:8][CH:9]=1)([O-:3])=[O:2].Br[C:12]([CH3:19])([CH3:18])[C:13]([O:15][CH2:16][CH3:17])=[O:14].C([O-])([O-])=O.[K+].[K+].[I-].[K+].C([O-])(O)=O.[Na+]>C(O)C>[CH3:18][C:12]([O:10][C:6]1[CH:7]=[CH:8][CH:9]=[C:4]([N+:1]([O-:3])=[O:2])[CH:5]=1)([CH3:19])[C:13]([O:15][CH2:16][CH3:17])=[O:14] |f:2.3.4,5.6,7.8|. Procedure: A mixture of 3-nitrophenol (0.50 g, 3.6 mmole), ethyl bromodimethylacetate (0.64 g, 3.3 mmole), K2CO3 (1.3 g, 9.4 mmole), potassium iodide (catalytic) in absolute ethanol (8 mL) was heated at 70° C., for 18 h. The reaction mixture was cooled, poured into a saturated solution of NaHCO3, and extracted with dichloromethane. The product, ethyl 2-methyl-2-(3-nitrophenoxy)propanate, was obtained after purification by column chromatography over silica gel. 1H NMR (CDCl3): δ 7.85 (dt, 1H, J=1.2 and 8.1 ... Reactants: COC(C1=CC(C(=O)OC)=C(C=C1)N)=O (Dimethyl-4-amino-isophthalate), C(C)(C)OC1=C(C(=O)Cl)C=CC=C1 (2-isopropoxy-benzoyl chloride). Run in O1CCOCC1 (dioxane), N1=CC=CC=C1 (pyridine). Product: COC(C1=CC(C(=O)OC)=C(C=C1)NC(C1=C(C=CC=C1)OC(C)C)=O)=O (dimethyl-4-(2'-isopropoxybenzoylamino)-isophthalate). Isolated yield 69.3%. Reaction SMILES: [CH3:1][O:2][C:3](=[O:15])[C:4]1[CH:13]=[CH:12][C:11]([NH2:14])=[C:6]([C:7]([O:9][CH3:10])=[O:8])[CH:5]=1.[CH:16]([O:19][C:20]1[CH:28]=[CH:27][CH:26]=[CH:25][C:21]=1[C:22](Cl)=[O:23])([CH3:18])[CH3:17]>O1CCOCC1.N1C=CC=CC=1>[CH3:1][O:2][C:3](=[O:15])[C:4]1[CH:13]=[CH:12][C:11]([NH:14][C:22](=[O:23])[C:21]2[CH:25]=[CH:26][CH:27]=[CH:28][C:20]=2[O:19][CH:16]([CH3:17])[CH3:18])=[C:6]([C:7]([O:9][CH3:10])=[O:8])[CH:5]=1. Reported procedure: Dimethyl-4-amino-isophthalate (10 g) in 10 ml of dioxane and 20 ml of anhydrous pyridine are treated with 20 g of 2-isopropoxy-benzoyl chloride at room temperature, overnight. After dilution with water, the precipitate is collected, dissolved in ethyl acetate, and washed with 5% NaHCO3 and then with water. After evaporation to dryness under vacuum, the material is crystallized from isopropyl ether, yielding dimethyl-4-(2'-isopropoxybenzoylamino)-isophthalate (12.3 g; m.p. 107°-110° C.), which is... Starting materials: C(CC(O)(C(=O)OCC)CC(=O)OCC)(=O)OCC (triethyl citrate), C1(=CC=CC=C1)CCO (phenylethyl alcohol). The reagents and catalysts are C([O-])([O-])=O.[K+].[K+] (potassium carbonate). Yields the product C1(=CC=CC=C1)CCOC(CC(O)(C(=O)O)CC(=O)O)=O (citric acid phenylethyl ester). Yield: 69.0%. Reaction SMILES: [C:1]([O:17]CC)(=[O:16])[CH2:2][C:3]([CH2:10][C:11]([O:13][CH2:14][CH3:15])=[O:12])([C:5]([O:7]CC)=[O:6])[OH:4].[C:20]1(CCO)[CH:25]=[CH:24][CH:23]=[CH:22][CH:21]=1>C(=O)([O-])[O-].[K+].[K+]>[C:20]1([CH2:15][CH2:14][O:13][C:11](=[O:12])[CH2:10][C:3]([CH2:2][C:1]([OH:17])=[O:16])([C:5]([OH:7])=[O:6])[OH:4])[CH:25]=[CH:24][CH:23]=[CH:22][CH:21]=1 |f:2.3.4|. Procedure details: After 300 mg of potassium carbonate were added to 10 g of triethyl citrate and 13.3 g of phenylethyl alcohol, stirring was continued under heating for 6 hours while removing ethanol formed. After the end of the reaction, an ether layer was washed with 50 ml of diethyl ether and with 50 ml of purified water. The ether layer was dried with magnesium sulfide and then concentrated under reduced pressure. Distillation under reduced pressure was further carried out to remove unreacted phenylethyl alco... Reactants: CC(C)(C)[O-].[K+] (KOtBu), COCCO (2-methoxyethanol), ClC1=C2C=CC=CC2=C(C2=CC=CC=C12)C=O (10-chloro-9-anthraldehyde). The solvent is O (H2O). Conditions: time 2 hour. The product is COCCOC1=C2C=CC=CC2=C(C2=CC=CC=C12)C=O (10-(2-methoxyethoxy)-9-anthracenecarboxaldehyde). The yield is 92.0%. RXN SMILES: CC([O-])(C)C.[K+].Cl[C:8]1[C:21]2[C:16](=[CH:17][CH:18]=[CH:19][CH:20]=2)[C:15]([CH:22]=[O:23])=[C:14]2[C:9]=1[CH:10]=[CH:11][CH:12]=[CH:13]2.[CH3:24][O:25][CH2:26][CH2:27][OH:28]>O>[CH3:24][O:25][CH2:26][CH2:27][O:28][C:8]1[C:21]2[C:16](=[CH:17][CH:18]=[CH:19][CH:20]=2)[C:15]([CH:22]=[O:23])=[C:14]2[C:9]=1[CH:10]=[CH:11][CH:12]=[CH:13]2 |f:0.1|. Reported procedure: A mixture of KOtBu (MCB, 18.2 g, 0.162 mol)) in 2-methoxyethanol (1 L) was treated with 10-chloro-9-anthraldehyde (Aldrich, 25 g, 0.104 mol) and refluxed for 2 h. The cooled reaction mixture was diluted with H2O (5 L), and the resulting oil stirred for 2 h until solidification occurred. The filtered solid was chromatographed on a plug of SiO2 (500 g) using CH2Cl2 as the eluting solvent to afford 26.9 g (92%) of 10-(2-methoxyethoxy)-9-anthracenecarboxaldehyde mp 87°-88°, (C, H), (CH2Cl2 /hexane). Product: COc1c(Br)cc(C(=S)N2CCOc3ccncc32)cc1Br. RXN SMILES: [Br:1][c:2]1[cH:3][c:4]([C:11](=[O:12])[N:13]2[c:14]3[c:15]([cH:19][cH:20][n:21][cH:22]3)[O:16][CH2:17][CH2:18]2)[cH:5][c:6]([Br:10])[c:7]1[O:8][CH3:9].[CH3:23][O:24][c:25]1[cH:26][cH:27][c:28]([P:29]2(=[S:32])[S:30][P:31]([c:33]3[cH:34][cH:35][c:36]([O:37][CH3:38])[cH:39][cH:40]3)(=[S:41])[S:42]2)[cH:43][cH:44]1.[CH3:45][c:46]1[cH:47][cH:48][cH:49][cH:50][cH:51]1>>[Br:1][c:2]1[cH:3][c:4]([C:11]([N:13]2[c:14]3[c:15]([cH:19][cH:20][n:21][cH:22]3)[O:16][CH2:17][CH2:18]2)=[S:32])[cH:5][c:6]([Br:10])[c:7]1[O:8][CH3:9]. Starting materials: COc1c(Br)cc(C(=O)N2CCOc3ccncc32)cc1Br, COc1ccc(P2(=S)SP(=S)(c3ccc(OC)cc3)S2)cc1, Cc1ccccc1.